Dataset: the Open Reaction Database (ORD), a public repository of structured organic reaction records. Task: describe an organic reaction: reactants, conditions, products, and yield Starting materials: CCOCCO, COc1cc2ncc(C#N)c(Cl)c2cc1OC, Cl, Nc1cc(Cl)c(O)c(Cl)c1, c1ccncc1. Product: COc1cc2ncc(C#N)c(Nc3cc(Cl)c(O)c(Cl)c3)c2cc1OC. Reaction SMILES: [CH3:35][CH2:36][O:37][CH2:38][CH2:39][OH:40].[Cl:1][c:2]1[c:3]([C:16]#[N:17])[cH:4][n:5][c:6]2[cH:7][c:8]([O:14][CH3:15])[c:9]([O:12][CH3:13])[cH:10][c:11]12.[ClH:28].[NH2:18][c:19]1[cH:20][c:21]([Cl:27])[c:22]([OH:26])[c:23]([Cl:25])[cH:24]1.[n:29]1[cH:30][cH:31][cH:32][cH:33][cH:34]1>>[c:2]1([NH:18][c:19]2[cH:20][c:21]([Cl:27])[c:22]([OH:26])[c:23]([Cl:25])[cH:24]2)[c:3]([C:16]#[N:17])[cH:4][n:5][c:6]2[cH:7][c:8]([O:14][CH3:15])[c:9]([O:12][CH3:13])[cH:10][c:11]12. Reactants: [OH-].[Na+] (NaOH), NC(C#N)CCCC1=CC=C(C=C1)OC[C@H]1OC(OC1)(C)C (2-amino-5-[4-((R)-2,2-dimethyl-[1,3]dioxolan-4-ylmethoxy)-phenyl]-pentanenitrile), NC(C#N)CCCC1=CC=C(C=C1)OC[C@H]1OC(OC1)(C)C (2-amino-5-[4-((R)-2,2-dimethyl-[1,3]dioxolan-4-ylmethoxy)-phenyl]-pentanenitrile), CC(=O)OI1(C=2C=CC=CC2C(=O)O1)(OC(=O)C)OC(=O)C (Dess-Martin periodinane). Solvent: C(Cl)Cl (DCM). Reaction conditions: time 3 hour. Yields the product CC1(OC[C@H](O1)COC1=CC=C(C=C1)CCC=O)C (3-[4-((R)-2,2-Dimethyl-[1,3]-dioxolan-4-ylmethoxy)-phenyl]-propionaldehyde). RXN SMILES: NC([CH2:5][CH2:6][CH2:7][C:8]1[CH:13]=[CH:12][C:11]([O:14][CH2:15][C@@H:16]2[CH2:20][O:19][C:18]([CH3:22])([CH3:21])[O:17]2)=[CH:10][CH:9]=1)C#N.CC(OI1(OC(C)=O)(OC(C)=O)OC(=O)C2C=CC=CC1=2)=[O:25].[OH-].[Na+]>C(Cl)Cl>[CH3:21][C:18]1([CH3:22])[O:17][C@H:16]([CH2:15][O:14][C:11]2[CH:12]=[CH:13][C:8]([CH2:7][CH2:6][CH:5]=[O:25])=[CH:9][CH:10]=2)[CH2:20][O:19]1 |f:2.3|. Reported procedure: To (3-[4-((R)-2,2-dimethyl-[1,3]-dioxolan-4-ylmethoxy)-phenyl]-propan-1-ol (Intermediate B, Step 2) (1.18 g, 4.42 mmol) in DCM (150 mL) is added Dess-Martin periodinane (1.88 g, 4.42 mmol). The reaction mixture is stirred at RT for 3 h then treated with 1 N NaOH solution (50 mL) and stirred at RT for 1 h. The organic layer is separated, dried (MgSO4), filtered and concentrated in vacuo to give a clear oil. Purification by flash column chromatography (SiO2, EtOAc:iso-hexane, gradient 17-25%) affo... Starting materials: CC(C)(C)OC(C(CCCN)CCC)=O (rac-5-amino-2-propylpentanoic acid 1,1-dimethylethyl ester), 4-nitrophenylchloroformate, C([O-])(O)=O.[Na+] (sodium bicarbonate), CCCCCC (hexane). The solvent is ClCCl (dichloromethane), O (water), O (water), ClCCl (dichloromethane). Conditions: time 8 hour. Yields the product CC(C)(C)OC(CCCC)=O (pentanoic acid 1,1-dimethylethyl ester). Reaction SMILES: [CH3:1][C:2]([O:5][C:6](=[O:15])[CH:7](CCC)[CH2:8][CH2:9][CH2:10]N)([CH3:4])[CH3:3].C1C([N+]([O-])=O)=CC=C([Cl-]C([O-])=O)C=1.C(=O)(O)[O-].[Na+].CCCCCC>O.ClCCl>[CH3:4][C:2]([O:5][C:6](=[O:15])[CH2:7][CH2:8][CH2:9][CH3:10])([CH3:1])[CH3:3] |f:2.3|. Procedure details: To a suspension of 160 mg (0.74 mmol) of rac-5-amino-2-propylpentanoic acid 1,1-dimethylethyl ester (8) in 1 mL of water and 1 mL of dichloromethane, 153 mg (0.76 mmol) of 4-nitrophenylchloroformate and 267 mg of sodium bicarbonate were added at 0° C. The mixture was stirred at room temperature overnight and then diluted with 50 mL of dichloromethane and 30 mL of water. The organic part was separated. The aqueous part was extracted with 2×50 mL of dichloromethane. The organic parts were combined... Starting materials: C(C1=CC=CC=C1)OC(C1=CC=C(C=C1)C(F)P(=O)(OC)OC)=O (4-[(dimethoxy-phosphoryl)-fluoro-methyl]-benzoic acid benzyl ester). Reagents/catalysts: [Pd] (Pd on Carbon). Solvent: CO (MeOH). Run at time 18 hour. Product: COP(=O)(OC)C(C1=CC=C(C(=O)O)C=C1)F (4-[(Dimethoxy-phosphoryl)-fluoro-methyl]-benzoic acid). Reaction SMILES: C([O:8][C:9](=[O:24])[C:10]1[CH:15]=[CH:14][C:13]([CH:16]([P:18]([O:22][CH3:23])([O:20][CH3:21])=[O:19])[F:17])=[CH:12][CH:11]=1)C1C=CC=CC=1>CO.[Pd]>[CH3:21][O:20][P:18]([CH:16]([F:17])[C:13]1[CH:14]=[CH:15][C:10]([C:9]([OH:24])=[O:8])=[CH:11][CH:12]=1)([O:22][CH3:23])=[O:19]. Procedure details: To a stirring solution of 4-[(dimethoxy-phosphoryl)-fluoro-methyl]-benzoic acid benzyl ester (76 mg, 0.216 mmol) in MeOH (0.21M) was added 20 mol % Pd on Carbon (0.043 mmol). The resulting mixture was degassed with alternating vacuum and hydrogen gas (4×), then stirred under a hydrogen atmosphere (1 atm) at ambient temperature for 18 hours. The reaction mixture was filtered through a nylon syringe filter and concentrated in vacuo to give the title compound: MS: cal'd 263 (MH+), exp 263 (MH+) The reactants are BrC1=C(C=CC=C1)C(CC(C)C)C (1-bromo-2-(1,3-dimethylbutyl)benzene), C(=O)([O-])[O-].[K+].[K+] (potash), FC1=C(C(=NN1C)C)C(=O)N (5-fluoro-1,3-dimethyl-1H-pyrazole-4-carboxamide), CNC1C(CCCC1)NC (N,N′-dimethyl-1,2-cyclohexanediamine), C(CN(CC(=O)O)CC(=O)O)N(CC(=O)O)CC(=O)O (EDTA). The reagents and catalysts are [Cu](I)I (copper iodide). The solvent is C1(=CC=CC=C1)C (toluene). The product is CC(CC(C)C)C1=C(C=CC=C1)NC(=O)C=1C(=NN(C1F)C)C (N-[2-(1,3-dimethylbutyl)phenyl]-5-fluoro-1,3-dimethyl-1H-pyrazole-4-carboxamide). As a reaction SMILES: C([O-])([O-])=O.[K+].[K+].[F:7][C:8]1[N:12]([CH3:13])[N:11]=[C:10]([CH3:14])[C:9]=1[C:15]([NH2:17])=[O:16].CNC1CCCCC1NC.Br[C:29]1[CH:34]=[CH:33][CH:32]=[CH:31][C:30]=1[CH:35]([CH3:40])[CH2:36][CH:37]([CH3:39])[CH3:38].C(N(CC(O)=O)CC(O)=O)CN(CC(O)=O)CC(O)=O>[Cu](I)I.C1(C)C=CC=CC=1>[CH3:40][CH:35]([C:30]1[CH:29]=[CH:34][CH:33]=[CH:32][C:31]=1[NH:17][C:15]([C:9]1[C:10]([CH3:14])=[N:11][N:12]([CH3:13])[C:8]=1[F:7])=[O:16])[CH2:36][CH:37]([CH3:38])[CH3:39] |f:0.1.2|. Procedure: A mixture of 0.221 g (1.16 mmol) of copper iodide, 3.21 g (23.22 mmol) of potash and 2.189 g of 5-fluoro-1,3-dimethyl-1H-pyrazole-4-carboxamide is admixed under argon with 330 mg (2.322 mmol) of N,N′-dimethyl-1,2-cyclohexanediamine, 2.8 g (11.6 mmol) of 1-bromo-2-(1,3-dimethylbutyl)benzene and 30 ml of toluene. After boiling under reflux for one day, the mixture is poured onto water and 10 ml of a 5% EDTA solution. Subsequently, the mixture is extracted three times with ethyl acetate and concent... Starting materials: C(CCCO)O (1,4-butanediol), C(C=C)(=O)O (acrylic acid), S(O)(O)(=O)=O (sulfuric acid), C1(O)=CC=C(O)C=C1 (hydroquinone), C1(=CC=CC=C1)C (toluene). Yields the product C(C=C)(=O)OCCCCO (4-hydroxybutyl acrylate). RXN SMILES: [CH2:1]([OH:6])[CH2:2][CH2:3][CH2:4][OH:5].[C:7](O)(=[O:10])[CH:8]=[CH2:9].S(=O)(=O)(O)O.C1(C=CC(O)=CC=1)O.C1(C)C=CC=CC=1>>[C:7]([O:5][CH2:4][CH2:3][CH2:2][CH2:1][OH:6])(=[O:10])[CH:8]=[CH2:9]. Reported procedure: Two mols of 1,4-butanediol, 2 mols of acrylic acid, 0.1 ml of sulfuric acid and 0.001 mol of hydroquinone were dissolved in 100 mol of toluene, and the solution was refluxed for 4 hours while removing water generated. After the completion of the reaction, the solvent was distilled off under reduced pressure, and the residue was purified through silica gel column chromatography using acetone as an eluent to obtain 4-hydroxybutyl acrylate. One mol of 4-hydroxybutyl acrylate obtained, 1 mol of cate... Starting materials: BrC1=NC=CC(=C1)N (2-bromo-pyridin-4-ylamine), BrC1=NC=C(C(=C1)N)I (2-Bromo-5-iodo-pyridin-4-ylamine), BrC1=NC=C(C(=C1)NCC(=C)C)I ((2-Bromo-5-iodo-pyridin-4-yl)-(2-methyl-allyl)-amine), C(C)(C)(C)OC(=O)N1CC(C=2C=NC(=CC21)Cl)(C)C (6-chloro-3,3-dimethyl-2,3-dihydro-pyrrolo[3,2-c]pyridine-1-carboxylic acid tert-butyl ester), C(C)(C)C (H−tBu), BrC1=CC2=C(C=N1)C(CN2)(C)C (6-Bromo-3,3-dimethyl-2,3-dihydro-1H-pyrrolo[3,2-c]pyridine). The product is C(C)(C)(C)OC(=O)N1CC(C=2C=NC(=CC21)Br)(C)C (6-Bromo-3,3-dimethyl-2,3-dihydro-pyrrolo[3,2-c]pyridine-1-carboxylic acid tert-butyl ester). Reaction SMILES: [Br:1]C1C=C(N)C=CN=1.[C:9]([O:13][C:14]([N:16]1[C:24]2[CH:23]=[C:22](Cl)[N:21]=[CH:20][C:19]=2[C:18]([CH3:27])([CH3:26])[CH2:17]1)=[O:15])([CH3:12])([CH3:11])[CH3:10].C(C)(C)C.BrC1C=C(N)C(I)=CN=1.BrC1C=C(NCC(C)=C)C(I)=CN=1.BrC1N=CC2C(C)(C)CNC=2C=1>>[C:9]([O:13][C:14]([N:16]1[C:24]2[CH:23]=[C:22]([Br:1])[N:21]=[CH:20][C:19]=2[C:18]([CH3:27])([CH3:26])[CH2:17]1)=[O:15])([CH3:12])([CH3:11])[CH3:10]. Reported procedure: The title compound was prepared from 2-bromo-pyridin-4-ylamine using analogous methods to those outlined above for 6-chloro-3,3-dimethyl-2,3-dihydro-pyrrolo[3,2-c]pyridine-1-carboxylic acid tert-butyl ester (Preparations 107-110). Colourless solid. 1H NMR (CDCl3) 8.00 (1H, s), 7.87 (1H, br s), 3.75 (2H, s), 1.59 (9H, br s), 1.39 (6H, s). MS: [M+H−tBu]+ 271, 273. Synthetic intermediates isolated in this process were as follows: 2-Bromo-5-iodo-pyridin-4-ylamine (pale orange solid, 1H NMR (DMSO-d6)... Reactants: COC1=C(C(=C(C2=CC=CC=C12)OC)C)C(=O)C1=C(C=C(C=C1)C(F)(F)F)F ((1,4-dimethoxy-3-methylnaphthalen-2-yl)(2-fluoro-4-(trifluoromethyl) phenyl)methanone). Run in C(Cl)Cl.C1CCCCC1 (DCM Cyclohexane). Product: FC1=C(C=CC(=C1)C(F)(F)F)C(=O)C1=C(C2=CC=CC=C2C(=C1C)OC)O ((2-fluoro-4-(trifluoromethyl)phenyl)(1-hydroxy-4-methoxy-3-methylnaphthalen-2-yl)methanone). As a reaction SMILES: C[O:2][C:3]1[C:12]2[C:7](=[CH:8][CH:9]=[CH:10][CH:11]=2)[C:6]([O:13][CH3:14])=[C:5]([CH3:15])[C:4]=1[C:16]([C:18]1[CH:23]=[CH:22][C:21]([C:24]([F:27])([F:26])[F:25])=[CH:20][C:19]=1[F:28])=[O:17]>C(Cl)Cl.C1CCCCC1>[F:28][C:19]1[CH:20]=[C:21]([C:24]([F:25])([F:27])[F:26])[CH:22]=[CH:23][C:18]=1[C:16]([C:4]1[C:5]([CH3:15])=[C:6]([O:13][CH3:14])[C:7]2[C:12](=[CH:11][CH:10]=[CH:9][CH:8]=2)[C:3]=1[OH:2])=[O:17] |f:1.2|. Reported procedure: (1,4-dimethoxy-3-methylnaphthalen-2-yl)(2-fluoro-4-(trifluoromethyl) phenyl)methanone LJ123 (23 mg, 0.060 mmol) was used as a starting material and treated according to general procedure 12.1. The resulting yellow oil was purified through flash chromatography (DCM:Cyclohexane 1:1). The product was obtained as a yellow solid. Rf(DCM:Cyclohexane 1:1)=0.55. Yield=15 mg (68%).